From a dataset of the Open Reaction Database (ORD), a public repository of structured organic reaction records. describe an organic reaction: reactants, conditions, products, and yield Starting materials: CCOC(=O)CCCCCc1nc2c(F)c(F)cc(F)c2s1, CO, CCCCCC, CC(C)OC(C)C, [Na+], [OH-], O. Product: O=C(O)CCCCCc1nc2c(F)c(F)cc(F)c2s1. As a reaction SMILES: [CH2:3]([CH3:4])[O:5][C:6]([CH2:7][CH2:8][CH2:9][CH2:10][CH2:11][c:12]1[s:13][c:14]2[c:15]([n:16]1)[c:17]([F:23])[c:18]([F:22])[cH:19][c:20]2[F:21])=[O:24].[CH3:1][OH:2].[CH3:34][CH2:35][CH2:36][CH2:37][CH2:38][CH3:39].[CH:27]([O:28][CH:29]([CH3:30])[CH3:31])([CH3:32])[CH3:33].[Na+:26].[OH-:25].[OH2:40]>>[O:5]=[C:6]([CH2:7][CH2:8][CH2:9][CH2:10][CH2:11][c:12]1[s:13][c:14]2[c:15]([n:16]1)[c:17]([F:23])[c:18]([F:22])[cH:19][c:20]2[F:21])[OH:24]. Reactants: [OH-].[Na+] (sodium hydroxide), ClC1=CC2=C(C(C(N(CC2C2=C(C(=CC=C2)OC)OC)CC(=O)N2CCC(CC2)C(=O)OCC)=O)CC(C)C)C=C1 (Ethyl 1-{[7-chloro-5-(2,3-dimethoxyphenyl)-1-isobutyl-2-oxo-1,2,4,5-tetrahydro-3H-3-benzazepin-3-yl]acetyl}piperidine-4-carboxylate), Cl (hydrochloric acid). Run in O1CCOCC1.O (dioxane water). Reaction conditions: time 8 hour. Product: ClC1=CC2=C(C(C(N(CC2C2=C(C(=CC=C2)OC)OC)CC(=O)N2CCC(CC2)C(=O)O)=O)CC(C)C)C=C1 (1-{[7-Chloro-5-(2,3-dimethoxyphenyl)-1-isobutyl-2-oxo-1,2,4,5-tetrahydro-3H-3-benzazepin-3-yl]-acetyl}piperidine-4-carboxylic acid). As a reaction SMILES: [Cl:1][C:2]1[CH:41]=[CH:40][C:5]2[CH:6]([CH2:36][CH:37]([CH3:39])[CH3:38])[C:7](=[O:35])[N:8]([CH2:21][C:22]([N:24]3[CH2:29][CH2:28][CH:27]([C:30]([O:32]CC)=[O:31])[CH2:26][CH2:25]3)=[O:23])[CH2:9][CH:10]([C:11]3[CH:16]=[CH:15][CH:14]=[C:13]([O:17][CH3:18])[C:12]=3[O:19][CH3:20])[C:4]=2[CH:3]=1.[OH-].[Na+].Cl>O1CCOCC1.O>[Cl:1][C:2]1[CH:41]=[CH:40][C:5]2[CH:6]([CH2:36][CH:37]([CH3:38])[CH3:39])[C:7](=[O:35])[N:8]([CH2:21][C:22]([N:24]3[CH2:25][CH2:26][CH:27]([C:30]([OH:32])=[O:31])[CH2:28][CH2:29]3)=[O:23])[CH2:9][CH:10]([C:11]3[CH:16]=[CH:15][CH:14]=[C:13]([O:17][CH3:18])[C:12]=3[O:19][CH3:20])[C:4]=2[CH:3]=1 |f:1.2,4.5|. Reported procedure: 64 mg of the compound from Example 20 (0.11 mol) are dissolved in 3.3 ml of dioxane/water (2:1), mixed with 165 μl of 1 N sodium hydroxide solution and stirred at room temperature overnight. The reaction solution is acidified (pH 2) with 1 N hydrochloric acid and extracted three times with dichloromethane. The combined organic phases are dried over sodium sulphate and concentrated in a rotary evaporator, and the residue is purified by preparative HPLC (eluent: acetonitrile/water with 0.1% formic...